Dataset: the Open Reaction Database (ORD), a public repository of structured organic reaction records. Task: describe an organic reaction: reactants, conditions, products, and yield The reactants are C1(=CC=C(C=C1)S(=O)(=O)OCCC1=CC=C(C=C1)C#N)C (4-Toluenesulfonic acid, 2-(4-cyanophenyl)ethyl ester), C(=O)([O-])[O-].[K+].[K+] (K2CO3), NC1=C(C=CC=C1)S (2-aminothiophenol). Run in CCO (EtOH). The product is NC1=C(C=CC=C1)SCCC1=CC=C(C=C1)C#N (Amino-2-[2-(4-cyanophenyl)ethylthio]benzene). Yield: 82.4%. As a reaction SMILES: C1(C)C=CC(S(O[CH2:11][CH2:12][C:13]2[CH:18]=[CH:17][C:16]([C:19]#[N:20])=[CH:15][CH:14]=2)(=O)=O)=CC=1.C([O-])([O-])=O.[K+].[K+].[NH2:28][C:29]1[CH:34]=[CH:33][CH:32]=[CH:31][C:30]=1[SH:35]>CCO>[NH2:28][C:29]1[CH:34]=[CH:33][CH:32]=[CH:31][C:30]=1[S:35][CH2:11][CH2:12][C:13]1[CH:14]=[CH:15][C:16]([C:19]#[N:20])=[CH:17][CH:18]=1 |f:1.2.3|. Reported procedure: 4-Toluenesulfonic acid, 2-(4-cyanophenyl)ethyl ester (1.9 g; 6.3 mmol; from Example 18(i) above) and K2CO3 (2.0 g) were added to a solution of 2-aminothiophenol (0.875 g; 7.0 mmol) in EtOH (20 mL). The mixture was heated to reflux for 48 hours, cooled, filtered and concentrated in vacuo to an oil which was dissolved in EtOAc (50 mL) and washed with water (25 mL). The organic portion was dried (MgSO4) and concentrated. The residue was purified by flash chromatography (SiO2; Et2O:hexane (1:1)) to ...